This data is from the Open Reaction Database (ORD), a public repository of structured organic reaction records. The task is: describe an organic reaction: reactants, conditions, products, and yield Reactants: C(C1=CC=CC=C1)OC1=NC(=NC=C1C(=O)OCC)N1N=CC=C1 (Ethyl 4-(benzyloxy)-2-(1H-pyrazol-1-yl)pyrimidine-5-carboxylate), C(C1=CC=CC=C1)OC1=NC(=NC=C1C(=O)OCC)N1N=CC=C1 (Ethyl 4-(benzyloxy)-2-(1H-pyrazol-1-yl)pyrimidine-5-carboxylate), LiOH monohydrate. Solvent: C1CCOC1 (THF), O (water). The product is C(C1=CC=CC=C1)OC1=NC(=NC=C1C(=O)O)N1N=CC=C1 (4-(benzyloxy)-2-(1H-pyrazol-1-yl)pyrimidine-5-carboxylic acid). RXN SMILES: [CH2:1]([O:8][C:9]1[C:14]([C:15]([O:17]CC)=[O:16])=[CH:13][N:12]=[C:11]([N:20]2[CH:24]=[CH:23][CH:22]=[N:21]2)[N:10]=1)[C:2]1[CH:7]=[CH:6][CH:5]=[CH:4][CH:3]=1>C1COCC1.O>[CH2:1]([O:8][C:9]1[C:14]([C:15]([OH:17])=[O:16])=[CH:13][N:12]=[C:11]([N:20]2[CH:24]=[CH:23][CH:22]=[N:21]2)[N:10]=1)[C:2]1[CH:3]=[CH:4][CH:5]=[CH:6][CH:7]=1. Procedure: Ethyl 4-(benzyloxy)-2-(1H-pyrazol-1-yl)pyrimidine-5-carboxylate, 3-b, (150 g, 0.46 mol) in THF (1.5 L) was treated with LiOH monohydrate (58 g, 1.39 mol) in water (60 ml) at room temperature for 3 hours. The mixture was concentrated under vacuum and diluted with water (200 ml) followed by extraction with ethyl acetate. The aqueous layer was acidified to pH=2 with 10% HCl and solid crushed out from the solution which was then filtered and washed with water to afford the compound, 3-c. (40 g, 29%)... The reactants are C1(=CC=CC=C1)P(C1=CC=CC=C1)C1=CC=CC=C1 (triphenylphosphine), [N+](=O)([O-])C1=CC=C(CBr)C=C1 (4-nitrobenzylbromide). Run in C(Cl)Cl (CH2Cl2). Conditions: time 8 hour. Yields the product [Br-].[N+](=O)([O-])C1=CC=C(C[P+](C2=CC=CC=C2)(C2=CC=CC=C2)C2=CC=CC=C2)C=C1 ((4-nitrobenzyl)(triphenyl)phosphonium bromide). The yield is 115.5%. Reaction SMILES: [C:1]1([P:7]([C:14]2[CH:19]=[CH:18][CH:17]=[CH:16][CH:15]=2)[C:8]2[CH:13]=[CH:12][CH:11]=[CH:10][CH:9]=2)[CH:6]=[CH:5][CH:4]=[CH:3][CH:2]=1.[N+:20]([C:23]1[CH:30]=[CH:29][C:26]([CH2:27][Br:28])=[CH:25][CH:24]=1)([O-:22])=[O:21]>C(Cl)Cl>[Br-:28].[N+:20]([C:23]1[CH:30]=[CH:29][C:26]([CH2:27][P+:7]([C:1]2[CH:2]=[CH:3][CH:4]=[CH:5][CH:6]=2)([C:8]2[CH:13]=[CH:12][CH:11]=[CH:10][CH:9]=2)[C:14]2[CH:15]=[CH:16][CH:17]=[CH:18][CH:19]=2)=[CH:25][CH:24]=1)([O-:22])=[O:21] |f:3.4|. Procedure details: To a solution of triphenylphosphine (25.92 g) in 300 mL CH2Cl2 is added 4-nitrobenzylbromide (31.47 g). The solution is allowed to stir overnight. The mixture is concentrated. The resulting solid is triturated with Et2O, filtered and dried to yield 54.58 g (95%) of (4-nitrobenzyl)(triphenyl)phosphonium bromide as a white solid.